From a dataset of the Open Reaction Database (ORD), a public repository of structured organic reaction records. describe an organic reaction: reactants, conditions, products, and yield Starting materials: COC(=O)c1cc(Br)cs1, CCn1ncc(C)c1B1OC(C)(C)C(C)(C)O1, [K+], [K+], O=C([O-])[O-], c1ccc(P(c2ccccc2)(c2ccccc2)[Pd](P(c2ccccc2)(c2ccccc2)c2ccccc2)(P(c2ccccc2)(c2ccccc2)c2ccccc2)P(c2ccccc2)(c2ccccc2)c2ccccc2)cc1. The product is CCn1ncc(C)c1-c1csc(C(=O)OC)c1. As a reaction SMILES: [Br:1][c:2]1[cH:3][c:4]([C:7](=[O:8])[O:9][CH3:10])[s:5][cH:6]1.[CH2:11]([CH3:12])[n:13]1[n:14][cH:15][c:16]([CH3:27])[c:17]1[B:18]1[O:19][C:20]([CH3:21])([CH3:22])[C:23]([CH3:24])([CH3:25])[O:26]1.[K+:28].[K+:29].[O-:30][C:31]([O-:32])=[O:33].[cH:34]1[cH:35][cH:36][c:37]([P:38]([Pd:39]([P:40]([c:41]2[cH:42][cH:43][cH:44][cH:45][cH:46]2)([c:47]2[cH:48][cH:49][cH:50][cH:51][cH:52]2)[c:53]2[cH:54][cH:55][cH:56][cH:57][cH:58]2)([P:59]([c:60]2[cH:61][cH:62][cH:63][cH:64][cH:65]2)([c:66]2[cH:67][cH:68][cH:69][cH:70][cH:71]2)[c:72]2[cH:73][cH:74][cH:75][cH:76][cH:77]2)[P:78]([c:79]2[cH:80][cH:81][cH:82][cH:83][cH:84]2)([c:85]2[cH:86][cH:87][cH:88][cH:89][cH:90]2)[c:91]2[cH:92][cH:93][cH:94][cH:95][cH:96]2)([c:97]2[cH:98][cH:99][cH:100][cH:101][cH:102]2)[c:103]2[cH:104][cH:105][cH:106][cH:107][cH:108]2)[cH:109][cH:110]1>>[c:2]1(-[c:17]2[n:13]([CH2:11][CH3:12])[n:14][cH:15][c:16]2[CH3:27])[cH:3][c:4]([C:7](=[O:8])[O:9][CH3:10])[s:5][cH:6]1. The reactants are 4(ii), FC(C(=O)O)(F)F (trifluoroacetic acid), FC(S(=O)(=O)O)(F)F (trifluoromethanesulfonic acid), COC1=CC=C(CS[C@H]2C[C@H](N(C2)C(=O)OCC2=CC=C(C=C2)[N+](=O)[O-])C(=O)N2CC(N(CC2)C(=O)OCC2=CC=C(C=C2)[N+](=O)[O-])C)C=C1 ((2S,4S)-4-(4-methoxybenzylthio)-2-[3-methyl-4-(4-nitrobenzyloxycarbonyl)piperazin-1-ylcarbonyl]-1-(4-nitrobenzyloxycarbonyl)pyrrolidine). Solvent: C1(=CC=CC=C1)OC (anisole). Reaction conditions: time 50 minute. Product: S[C@H]1C[C@H](N(C1)C(=O)OCC1=CC=C(C=C1)[N+](=O)[O-])C(=O)N1CC(N(CC1)C(=O)OCC1=CC=C(C=C1)[N+](=O)[O-])C ((2S,4S)-4-Mercapto-2-[3-methyl-4-(4-nitrobenzyloxycarbonyl)piperazin-1-ylcarbonyl]-1-(4-nitrobenzyloxycarbonyl)pyrrolidine). The yield is 93.9%. RXN SMILES: FC(F)(F)C(O)=O.FC(F)(F)S(O)(=O)=O.COC1C=CC(C[S:23][C@@H:24]2[CH2:28][N:27]([C:29]([O:31][CH2:32][C:33]3[CH:38]=[CH:37][C:36]([N+:39]([O-:41])=[O:40])=[CH:35][CH:34]=3)=[O:30])[C@H:26]([C:42]([N:44]3[CH2:49][CH2:48][N:47]([C:50]([O:52][CH2:53][C:54]4[CH:59]=[CH:58][C:57]([N+:60]([O-:62])=[O:61])=[CH:56][CH:55]=4)=[O:51])[CH:46]([CH3:63])[CH2:45]3)=[O:43])[CH2:25]2)=CC=1>C1(OC)C=CC=CC=1>[SH:23][C@@H:24]1[CH2:28][N:27]([C:29]([O:31][CH2:32][C:33]2[CH:38]=[CH:37][C:36]([N+:39]([O-:41])=[O:40])=[CH:35][CH:34]=2)=[O:30])[C@H:26]([C:42]([N:44]2[CH2:49][CH2:48][N:47]([C:50]([O:52][CH2:53][C:54]3[CH:55]=[CH:56][C:57]([N+:60]([O-:62])=[O:61])=[CH:58][CH:59]=3)=[O:51])[CH:46]([CH3:63])[CH2:45]2)=[O:43])[CH2:25]1. Reported procedure: 20 ml of trifluoroacetic acid and subsequently 0.50 ml of trifluoromethanesulfonic acid were added dropwise, whilst ice-cooling, to a solution of 2.0 g of (2S,4S)-4-(4-methoxybenzylthio)-2-[3-methyl-4-(4-nitrobenzyloxycarbonyl)piperazin-1-ylcarbonyl]-1-(4-nitrobenzyloxycarbonyl)pyrrolidine [prepared as described in step (i) above] in 3.08 ml of anisole, and the resulting mixture was stirred at the same temperature for 50 minutes. At the end of this time, the reaction mixture was worked up by the... Run at time 1 hour. Reported procedure: Into a Round bottom flask, [A] 5-Bromo-2-methylsulfanyl-7-phenyl-pyrrolo[2,1-f][1,2,4]triazine (0.30 g, 0.00094 mol) and Methylene chloride (2 mL, 0.03 mol) were added. m-Chloroperbenzoic acid (0.178 g, 0.00103 mol) was added portion wise over 20 minutes. The reaction was stirred at room temperature for one hour. The reaction was partitioned with DCM (200 mL) and saturated NaHCO3 (200 mL). The organic was separated, washed with Brine and dried over Na2SO4. The solid was filtered and washed with ... The yield is 85.4%. Starting materials: BrC=1C=C(N2N=C(N=CC21)SC)C2=CC=CC=C2 (5-Bromo-2-methylsulfanyl-7-phenyl-pyrrolo[2,1-f][1,2,4]triazine), C(Cl)Cl (Methylene chloride), ClC1=CC(=CC=C1)C(=O)OO (m-Chloroperbenzoic acid). The product is BrC=1C=C(N2N=C(N=CC21)S(=O)C)C2=CC=CC=C2 (5-Bromo-2-methanesulfinyl-7-phenyl-pyrrolo[2,1-f][1,2,4]triazine). RXN SMILES: [Br:1][C:2]1[CH:3]=[C:4]([C:13]2[CH:18]=[CH:17][CH:16]=[CH:15][CH:14]=2)[N:5]2[C:10]=1[CH:9]=[N:8][C:7]([S:11][CH3:12])=[N:6]2.C(Cl)Cl.ClC1C=CC=C(C(OO)=[O:30])C=1>>[Br:1][C:2]1[CH:3]=[C:4]([C:13]2[CH:14]=[CH:15][CH:16]=[CH:17][CH:18]=2)[N:5]2[C:10]=1[CH:9]=[N:8][C:7]([S:11]([CH3:12])=[O:30])=[N:6]2. RXN SMILES: [Br:14][CH2:15][C:16](=[O:17])[Br:18].[C:8](=[O:9])([O-:10])[O-:11].[CH3:1][c:2]1[n:3][o:4][c:5]([NH2:7])[cH:6]1.[Cl:20][CH2:21][Cl:22].[K+:12].[K+:13].[OH2:19]>>[CH3:1][c:2]1[n:3][o:4][c:5]([NH:7][C:16]([CH2:15][Br:14])=[O:17])[cH:6]1. Yields the product Cc1cc(NC(=O)CBr)on1. Starting materials: O=C(Br)CBr, O=C([O-])[O-], Cc1cc(N)on1, ClCCl, [K+], [K+], O. Starting materials: CCN(Cc1cc(Br)ccc1O)c1ccc(C(N)=O)nn1, C1CCOC1, O=C(OC(=O)C(F)(F)F)C(F)(F)F, c1ccncc1. Yields the product CCN(Cc1cc(Br)ccc1O)c1ccc(C#N)nn1. RXN SMILES: [Br:1][c:2]1[cH:3][cH:4][c:5]([OH:21])[c:6]([CH2:7][N:8]([CH2:9][CH3:10])[c:11]2[cH:12][cH:13][c:14]([C:17](=[O:18])[NH2:19])[n:15][n:16]2)[cH:20]1.[CH2:41]1[O:42][CH2:43][CH2:44][CH2:45]1.[F:28][C:29]([F:30])([F:31])[C:32]([O:33][C:34](=[O:35])[C:36]([F:37])([F:38])[F:39])=[O:40].[cH:22]1[cH:23][cH:24][n:25][cH:26][cH:27]1>>[Br:1][c:2]1[cH:3][cH:4][c:5]([OH:21])[c:6]([CH2:7][N:8]([CH2:9][CH3:10])[c:11]2[cH:12][cH:13][c:14]([C:17]#[N:19])[n:15][n:16]2)[cH:20]1. Reactants: O1CCOC12CCC(CC2)COC2=CC(=C(C(=O)OC(C)(C)C)C=C2C2CC2)F (tert-butyl 4-(1,4-dioxaspiro[4.5]decan-8-ylmethoxy)-5-cyclopropyl-2-fluorobenzoate), FC(C(=O)O)(F)F (trifluoroacetic acid). Run in C(C)(=O)OCC (ethyl acetate), O1CCCC1 (tetrahydrofuran), O (water). Conditions: time 16 hour. Product: C1(CC1)C=1C(=CC(=C(C(=O)OC(C)(C)C)C1)F)OCC1CCC(CC1)=O (tert-butyl 5-cyclopropyl-2-fluoro-4-((4-oxocyclohexyl)methoxy)benzoate). Isolated yield 95.9%. RXN SMILES: O1[C:5]2([CH2:10][CH2:9][CH:8]([CH2:11][O:12][C:13]3[C:25]([CH:26]4[CH2:28][CH2:27]4)=[CH:24][C:16]([C:17]([O:19][C:20]([CH3:23])([CH3:22])[CH3:21])=[O:18])=[C:15]([F:29])[CH:14]=3)[CH2:7][CH2:6]2)[O:4]CC1.FC(F)(F)C(O)=O>O1CCCC1.O.C(OCC)(=O)C>[CH:26]1([C:25]2[C:13]([O:12][CH2:11][CH:8]3[CH2:7][CH2:6][C:5](=[O:4])[CH2:10][CH2:9]3)=[CH:14][C:15]([F:29])=[C:16]([CH:24]=2)[C:17]([O:19][C:20]([CH3:21])([CH3:22])[CH3:23])=[O:18])[CH2:28][CH2:27]1. Procedure details: To a mixture of tert-butyl 4-(1,4-dioxaspiro[4.5]decan-8-ylmethoxy)-5-cyclopropyl-2-fluorobenzoate (3.16 g, 7.77 mmol) in tetrahydrofuran (10 mL) and water (10 mL) was added trifluoroacetic acid (2.7 mL) and the reaction mixture was stirred for 16 hours at ambient temperature. After diluting the reaction mixture with ethyl acetate (200 mL), the organic phase was washed with 1 N sodium hydroxide solution (2×15 mL), brine (15 mL), and dried over anhydrous sodium sulfate. Filtration and concentrati...